describe an organic reaction: reactants, conditions, products, and yield From a dataset of the Open Reaction Database (ORD), a public repository of structured organic reaction records. Starting materials: FC1=CC2=C(C(=NO2)C2CCN(CC2)CCC(=O)OCC)C=C1 (ethyl 3-[4-(6-fluoro-1,2-benzisoxazol-3-yl)-1-piperidinyl]propionate), C[Mg]Br (methylmagnesium bromide). The solvent is CCOC(=O)C (EtOAc), O1CCCC1 (THF), O1CCCC1 (tetrahydrofuran). Reaction conditions: time 16 hour. Yields the product C(\C=C\C(=O)O)(=O)O.FC1=CC2=C(C(=NO2)C2CCN(CC2)CCC(C)(O)C)C=C1 (4-[4-(6-Fluoro-1,2-benzisoxazol-3-yl)-1-piperidinyl]-2-methyl-2-hydroxybutane fumarate). As a reaction SMILES: [F:1][C:2]1[CH:23]=[CH:22][C:5]2[C:6]([CH:9]3[CH2:14][CH2:13][N:12]([CH2:15][CH2:16][C:17]([O:19]CC)=[O:18])[CH2:11][CH2:10]3)=[N:7][O:8][C:4]=2[CH:3]=1.C[Mg]Br>O1CCCC1.CCOC(C)=O>[C:17]([OH:19])(=[O:18])/[CH:15]=[CH:16]/[C:17]([OH:19])=[O:18].[F:1][C:2]1[CH:23]=[CH:22][C:5]2[C:6]([CH:9]3[CH2:14][CH2:13][N:12]([CH2:15][CH2:16][C:4]([CH3:5])([OH:8])[CH3:3])[CH2:11][CH2:10]3)=[N:7][O:8][C:4]=2[CH:3]=1 |f:4.5|. Procedure details: To a solution of ethyl 3-[4-(6-fluoro-1,2-benzisoxazol-3-yl)-1-piperidinyl]propionate (3.21 g, 10 mmol) in tetrahydrofuran (THF, 100 ml), was added methylmagnesium bromide (10 ml, 30 mmol, 3M solution in ether) dropwise over 15 minutes at room temperature under N2. The resulting mixture was stirred for 16 hours. The mixture was slowly hydrolyzed with aqueous HN4Cl solution. The THF solution was diluted with EtOAc (300 ml), then was washed with water and brine. The organic solution was separated ... Reactants: CN(C)C=O, Cc1ccccc1, ClCCCN1CCOCC1, [H-], [Na+], COc1ccc(O)c(C=O)c1. Product: COc1ccc(OCCCN2CCOCC2)c(C=O)c1. RXN SMILES: [CH3:12][N:13]([CH3:14])[CH:15]=[O:16].[CH3:29][c:30]1[cH:31][cH:32][cH:33][cH:34][cH:35]1.[Cl:19][CH2:20][CH2:21][CH2:22][N:23]1[CH2:24][CH2:25][O:26][CH2:27][CH2:28]1.[H-:17].[Na+:18].[OH:1][c:2]1[c:3]([CH:4]=[O:5])[cH:6][c:7]([O:10][CH3:11])[cH:8][cH:9]1>>[O:1]([c:2]1[c:3]([CH:4]=[O:5])[cH:6][c:7]([O:10][CH3:11])[cH:8][cH:9]1)[CH2:20][CH2:21][CH2:22][N:23]1[CH2:24][CH2:25][O:26][CH2:27][CH2:28]1. Starting materials: c1ccc(COc2n[nH]cc2-c2ccncc2)cc1, CN(C)C=O, ClCCN1CCCCC1, Cl, [H-], [Na+], O. Yields the product c1ccc(COc2nn(CCN3CCCCC3)cc2-c2ccncc2)cc1. As a reaction SMILES: [CH2:1]([c:2]1[cH:3][cH:4][cH:5][cH:6][cH:7]1)[O:8][c:9]1[n:10][nH:11][cH:12][c:13]1-[c:14]1[cH:15][cH:16][n:17][cH:18][cH:19]1.[CH3:33][N:34]([CH3:35])[CH:36]=[O:37].[Cl:23][CH2:24][CH2:25][N:26]1[CH2:27][CH2:28][CH2:29][CH2:30][CH2:31]1.[ClH:22].[H-:20].[Na+:21].[OH2:32]>>[CH2:1]([c:2]1[cH:3][cH:4][cH:5][cH:6][cH:7]1)[O:8][c:9]1[n:10][n:11]([CH2:24][CH2:25][N:26]2[CH2:27][CH2:28][CH2:29][CH2:30][CH2:31]2)[cH:12][c:13]1-[c:14]1[cH:15][cH:16][n:17][cH:18][cH:19]1. Starting materials: BrBr (Bromine), FC([C-](C(C(C(F)(F)F)(F)F)(F)F)C(F)(F)F)(F)F.CN(C)[S+](N(C)C)N(C)C (tris(dimethylamino)sulfonium 1,1,1,3,3,4,4,5,5,5-decafluoro-2-(trifluoromethyl)-2-pentanide). Solvent: C(C1=CC=CC=C1)#N (benzonitrile). The product is BrC(C(F)(F)F)(C(C(C(F)(F)F)(F)F)(F)F)C(F)(F)F (2-bromo-1,1,1,3,3,4,4,5,5,5-decafluoro-2-(trifluoromethy)pentane). The yield is 75.0%. RXN SMILES: [Br:1]Br.[F:3][C:4]([F:21])([F:20])[C-:5]([C:16]([F:19])([F:18])[F:17])[C:6]([F:15])([F:14])[C:7]([F:13])([F:12])[C:8]([F:11])([F:10])[F:9].CN([S+](N(C)C)N(C)C)C>C(#N)C1C=CC=CC=1>[Br:1][C:5]([C:16]([F:17])([F:18])[F:19])([C:6]([F:15])([F:14])[C:7]([F:13])([F:12])[C:8]([F:11])([F:10])[F:9])[C:4]([F:20])([F:21])[F:3] |f:1.2|. Procedure details: Bromine, 7.99 g (0.5 mol), was added dropwise at 0° to a solution of 0.05 mol of tris(dimethylamino)sulfonium 1,1,1,3,3,4,4,5,5,5-decafluoro-2-(trifluoromethyl)-2-pentanide, prepared as in Example D (except for the amounts), in 40 mL of benzonitrile. The reaction mixture was warmed to 25°, and the volatile portion was distilled out under reduced pressure, and then redistilled at atmospheric pressure to give 12.8 g (75%) of 2-bromo-1,1,1,3,3,4,4,5,5,5-decafluoro-2-(trifluoromethy)pentane as a col... Starting materials: C1CCOC1, CO, COC(=O)C(C)(C)Cc1c(SC(C)(C)C)c2cc(OCc3ccccn3)ccc2n1Cc1ccc(Cl)cc1, [Li+], [OH-]. Yields the product CC(C)(C)Sc1c(CC(C)(C)C(=O)O)n(Cc2ccc(Cl)cc2)c2ccc(OCc3ccccn3)cc12. As a reaction SMILES: [CH2:39]1[O:40][CH2:41][CH2:42][CH2:43]1.[CH3:46][OH:47].[Cl:1][c:2]1[cH:3][cH:4][c:5]([CH2:6][n:7]2[c:8]([CH2:29][C:30]([C:31](=[O:32])[O:33][CH3:34])([CH3:35])[CH3:36])[c:9]([S:24][C:25]([CH3:26])([CH3:27])[CH3:28])[c:10]3[cH:11][c:12]([O:16][CH2:17][c:18]4[n:19][cH:20][cH:21][cH:22][cH:23]4)[cH:13][cH:14][c:15]23)[cH:37][cH:38]1.[Li+:45].[OH-:44]>>[Cl:1][c:2]1[cH:3][cH:4][c:5]([CH2:6][n:7]2[c:8]([CH2:29][C:30]([C:31](=[O:32])[OH:33])([CH3:35])[CH3:36])[c:9]([S:24][C:25]([CH3:26])([CH3:27])[CH3:28])[c:10]3[cH:11][c:12]([O:16][CH2:17][c:18]4[n:19][cH:20][cH:21][cH:22][cH:23]4)[cH:13][cH:14][c:15]23)[cH:37][cH:38]1.